The task is: describe an organic reaction: reactants, conditions, products, and yield. This data is from the Open Reaction Database (ORD), a public repository of structured organic reaction records. The reactants are CCOC(=O)c1cc(=O)c2ccc(OS(=O)(=O)c3ccc(C)cc3)c([N+](=O)[O-])c2o1, CCOC(C)=O, Clc1ccccc1Cl, NCc1ccccc1. The product is CCOC(=O)c1cc(=O)c2ccc(NCc3ccccc3)c([N+](=O)[O-])c2o1. RXN SMILES: [CH2:1]([CH3:2])[O:3][C:4](=[O:5])[c:6]1[o:7][c:8]2[c:9]([N+:28](=[O:29])[O-:30])[c:10]([O:17][S:18]([c:19]3[cH:20][cH:21][c:22]([CH3:23])[cH:24][cH:25]3)(=[O:26])=[O:27])[cH:11][cH:12][c:13]2[c:14](=[O:16])[cH:15]1.[CH3:47][CH2:48][O:49][C:50](=[O:51])[CH3:52].[Cl:39][c:40]1[cH:41][cH:42][cH:43][cH:44][c:45]1[Cl:46].[NH2:31][CH2:32][c:33]1[cH:34][cH:35][cH:36][cH:37][cH:38]1>>[CH2:1]([CH3:2])[O:3][C:4](=[O:5])[c:6]1[o:7][c:8]2[c:9]([N+:28](=[O:29])[O-:30])[c:10]([NH:31][CH2:32][c:33]3[cH:34][cH:35][cH:36][cH:37][cH:38]3)[cH:11][cH:12][c:13]2[c:14](=[O:16])[cH:15]1.